Dataset: the Open Reaction Database (ORD), a public repository of structured organic reaction records. Task: describe an organic reaction: reactants, conditions, products, and yield Reactants: C(C)(=O)OC1=CC(=C(C(=O)O)C=C1)C (4-acetyloxy-2-methylbenzoic acid), P(Cl)(Cl)(Cl)(Cl)Cl (phosphorus pentachloride). Run in C(C)OCC (ethyl ether). Reaction conditions: time 3 hour. Yields the product C(C)(=O)OC1=CC(=C(C(=O)Cl)C=C1)C (4-acetyloxy-2-methylbenzoyl chloride). RXN SMILES: [C:1]([O:4][C:5]1[CH:13]=[CH:12][C:8]([C:9](O)=[O:10])=[C:7]([CH3:14])[CH:6]=1)(=[O:3])[CH3:2].P(Cl)(Cl)(Cl)(Cl)[Cl:16]>C(OCC)C>[C:1]([O:4][C:5]1[CH:13]=[CH:12][C:8]([C:9]([Cl:16])=[O:10])=[C:7]([CH3:14])[CH:6]=1)(=[O:3])[CH3:2]. Reported procedure: In 60 ml of anhydrous ethyl ether, was suspended 6.2 g of 4-acetyloxy-2-methylbenzoic acid. To the suspension, was added 8.0 g of phosphorus pentachloride. The suspension was stirred for 3 hours at room temperature. The reaction mixture was freed from the solvent by distillation under reduced pressure, admixed again with ethyl ether, and freed from the solvent by distillation to obtain 4-acetyloxy-2-methylbenzoyl chloride. Starting materials: C(C)OC(CC1=C(C=CC=C1F)F)=NC (1-ethoxy-2-(2,6-difluorophenyl)-1-(N-methylimino)-ethane), C(C(=O)NN)(=O)N (oxalic acid monoamide monohydrazide). Solvent: CN(C=O)C (N,N-dimethylformamide). Yields the product FC1=C(CC=2N(C(=NN2)C(=O)N)C)C(=CC=C1)F (5-(2,6-difluorobenzyl)-4-methyl-4H-1,2,4-triazole-3-carboxamide). RXN SMILES: C(O[C:4](=[N:14][CH3:15])[CH2:5][C:6]1[C:11]([F:12])=[CH:10][CH:9]=[CH:8][C:7]=1[F:13])C.[C:16]([NH2:22])(=[O:21])[C:17]([NH:19][NH2:20])=O>CN(C)C=O>[F:12][C:11]1[CH:10]=[CH:9][CH:8]=[C:7]([F:13])[C:6]=1[CH2:5][C:4]1[N:14]([CH3:15])[C:17]([C:16]([NH2:22])=[O:21])=[N:19][N:20]=1. Procedure details: The reaction of 320 mg (1.5 mmol) of 1-ethoxy-2-(2,6-difluorophenyl)-1-(N-methylimino)-ethane and 155 mg (1.5 mmol) of oxalic acid monoamide monohydrazide can be carried out, in a manner analogous to that described in Example 1, but using 5 ml of N,N-dimethylformamide as solvent. 102 mg (27% of the theoretical yield) of 5-(2,6-difluorobenzyl)-4-methyl-4H-1,2,4-triazole-3-carboxamide of m.p. 186-189° are likewise obtained. The reactants are N1C(C=CC2=NC=CC=C12)=O (1,5-naphthyridin-2(1H)-one), [H-].[Na+] (sodium hydride), BrCC1OCCO1 (2-bromomethyl-1,3-dioxolan), [H-].[Na+] (sodium hydride), C([O-])([O-])=O.[K+].[K+] (potassium carbonate), [Cl-].[Na+] (sodium chloride), BrCC1OCCO1 (2-bromomethyl-1,3-dioxolan). Solvent: CN(C=O)C (N,N-dimethylformamide), C(Cl)(Cl)Cl (chloroform), O (water). Conditions: temperature 100 celsius, time 20 minute. Yields the product O1C(OCC1)CN1C(C=CC2=NC=CC=C12)=O (1-(1,3-dioxolan-2-ylmethyl)-1,5-naphthyridin-2(1H)-one). As a reaction SMILES: [NH:1]1[C:10]2[C:5](=[N:6][CH:7]=[CH:8][CH:9]=2)[CH:4]=[CH:3][C:2]1=[O:11].[H-].[Na+].Br[CH2:15][CH:16]1[O:20][CH2:19][CH2:18][O:17]1.C(=O)([O-])[O-].[K+].[K+].[Cl-].[Na+]>CN(C)C=O.C(Cl)(Cl)Cl.O>[O:17]1[CH2:18][CH2:19][O:20][CH:16]1[CH2:15][N:1]1[C:10]2[C:5](=[N:6][CH:7]=[CH:8][CH:9]=2)[CH:4]=[CH:3][C:2]1=[O:11] |f:1.2,4.5.6,7.8|. Reported procedure: To a solution of 1.2 g of 1,5-naphthyridin-2(1H)-one in 24 mL of N,N-dimethylformamide, 0.82 g of 60% sodium hydride was added at 60° C., and the mixture was stirred at the same temperature for 20 minutes, and then stirred at 55 to 80° C. for 30 minutes. Thereto was added 1.3 mL of 2-bromomethyl-1,3-dioxolan at 60° C., the temperature of the reaction mixture was increased to 100° C. over 4 hours, and to the reaction mixture, 2.3 g of potassium carbonate was added, and the mixture was stirred at ... Starting materials: CN(C)C=O, CCN(C(C)C)C(C)C, CN1CCN(c2nc(N)nc3cc(C(=O)O)ccc23)CC1, CN(C)C(=O)C(N)Cc1nc2ccccc2s1. Yields the product CN1CCN(c2nc(N)nc3cc(C(=O)NC(Cc4nc5ccccc5s4)C(=O)N(C)C)ccc23)CC1. RXN SMILES: [CH3:48][N:49]([CH3:50])[CH:51]=[O:52].[CH:39]([N:40]([CH2:41][CH3:42])[CH:43]([CH3:44])[CH3:45])([CH3:46])[CH3:47].[NH2:18][c:19]1[n:20][c:21]2[cH:22][c:23]([C:36](=[O:37])[OH:38])[cH:24][cH:25][c:26]2[c:27]([N:29]2[CH2:30][CH2:31][N:32]([CH3:35])[CH2:33][CH2:34]2)[n:28]1.[NH2:1][CH:2]([C:3](=[O:4])[N:5]([CH3:6])[CH3:7])[CH2:8][c:9]1[s:10][c:11]2[c:12]([n:13]1)[cH:14][cH:15][cH:16][cH:17]2>>[NH:1]([CH:2]([C:3](=[O:4])[N:5]([CH3:6])[CH3:7])[CH2:8][c:9]1[s:10][c:11]2[c:12]([n:13]1)[cH:14][cH:15][cH:16][cH:17]2)[C:36]([c:23]1[cH:22][c:21]2[n:20][c:19]([NH2:18])[n:28][c:27]([N:29]3[CH2:30][CH2:31][N:32]([CH3:35])[CH2:33][CH2:34]3)[c:26]2[cH:25][cH:24]1)=[O:37]. Reactants: N[C@@H](C)C(=O)O (alanine), C1(=CC=CC=C1)S(=O)(=O)Cl (benzenesulfonyl chloride), Amino Acids. Solvent: [OH-].[Na+] (sodium hydroxide). Product: C1(=CC=CC=C1)S(=O)(=O)N[C@@H](C)C(=O)O (N-benzenesulfonylalanine). Yield: 95.0%. As a reaction SMILES: [NH2:1][C@H:2]([C:4]([OH:6])=[O:5])[CH3:3].[C:7]1([S:13](Cl)(=[O:15])=[O:14])[CH:12]=[CH:11][CH:10]=[CH:9][CH:8]=1>[OH-].[Na+]>[C:7]1([S:13]([NH:1][C@H:2]([C:4]([OH:6])=[O:5])[CH3:3])(=[O:15])=[O:14])[CH:12]=[CH:11][CH:10]=[CH:9][CH:8]=1 |f:2.3|. Procedure details: N-benzenesulfonylalanine was prepared by mixing equimolar quantities of alanine and benzenesulfonyl chloride at 60° C. in aqueous sodium hydroxide (200 mol%). A 95% yield was obtained. The method is set out in the previously mentioned book "Chemistry Of The Amino Acids". Reactants: CC1(C)Oc2ccc(C#N)cc2C(NC=NC#N)C1O, CS(=O)(=O)Cl, c1ccncc1. Yields the product CC1(C)C=C(NC=NC#N)c2cc(C#N)ccc2O1. RXN SMILES: [C:1](#[N:2])[N:3]=[CH:4][NH:5][CH:6]1[CH:7]([OH:20])[C:8]([CH3:18])([CH3:19])[O:9][c:10]2[c:11]1[cH:12][c:13]([C:16]#[N:17])[cH:14][cH:15]2.[S:21]([Cl:22])([CH3:23])(=[O:24])=[O:25].[cH:26]1[cH:27][cH:28][n:29][cH:30][cH:31]1>>[C:1](#[N:2])[N:3]=[CH:4][NH:5][C:6]1=[CH:7][C:8]([CH3:18])([CH3:19])[O:9][c:10]2[c:11]1[cH:12][c:13]([C:16]#[N:17])[cH:14][cH:15]2. Starting materials: C(C)(C)(C)OC(=O)N1CCN(CC1)C(=O)C1=C(N(C2=C1C=NC(=C2)OC)C2=CC=CC=C2)Cl (4-(2-Chloro-6-methoxy-1-phenyl-1H-pyrrolo[3,2-c]pyridine-3-carbonyl)-piperazine-1-carboxylic acid tert-butyl ester), FC=1C=CC(=C(C1)O)C (5-fluoro-2-methylphenol). Product: C(C)(C)(C)OC(=O)N1CCN(CC1)C(=O)C1=C(N(C2=C1C=NC(=C2)OC)C2=CC=CC=C2)OC2=C(C=CC(=C2)F)C (4-[2-(5-Fluoro-2-methyl-phenoxy)-6-methoxy-1-phenyl-1H-pyrrolo[3,2-c]pyridine-3-carbonyl]-piperazine-1-carboxylic acid tert-butyl ester). RXN SMILES: [C:1]([O:5][C:6]([N:8]1[CH2:13][CH2:12][N:11]([C:14]([C:16]2[C:20]3[CH:21]=[N:22][C:23]([O:25][CH3:26])=[CH:24][C:19]=3[N:18]([C:27]3[CH:32]=[CH:31][CH:30]=[CH:29][CH:28]=3)[C:17]=2Cl)=[O:15])[CH2:10][CH2:9]1)=[O:7])([CH3:4])([CH3:3])[CH3:2].[F:34][C:35]1[CH:36]=[CH:37][C:38]([CH3:42])=[C:39]([OH:41])[CH:40]=1>>[C:1]([O:5][C:6]([N:8]1[CH2:13][CH2:12][N:11]([C:14]([C:16]2[C:20]3[CH:21]=[N:22][C:23]([O:25][CH3:26])=[CH:24][C:19]=3[N:18]([C:27]3[CH:32]=[CH:31][CH:30]=[CH:29][CH:28]=3)[C:17]=2[O:41][C:39]2[CH:40]=[C:35]([F:34])[CH:36]=[CH:37][C:38]=2[CH3:42])=[O:15])[CH2:10][CH2:9]1)=[O:7])([CH3:4])([CH3:3])[CH3:2]. Reported procedure: The title compound was prepared analogously as described in example 1, step 6, from the compound of example 32, step 6, (100 mg, 212 μmol) and 5-fluoro-2-methylphenol.